The task is: describe an organic reaction: reactants, conditions, products, and yield. This data is from the Open Reaction Database (ORD), a public repository of structured organic reaction records. Starting materials: CCCc1sc(C(=O)OC)cc1-c1c(Br)cnn1C, O=C([O-])[O-], CB1OB(C)OB(C)O1, CN(C)C=O, [K+], [K+]. The product is CCCc1sc(C(=O)OC)cc1-c1c(C)cnn1C. As a reaction SMILES: [Br:1][c:2]1[cH:3][n:4][n:5]([CH3:19])[c:6]1-[c:7]1[cH:8][c:9]([C:15](=[O:16])[O:17][CH3:18])[s:10][c:11]1[CH2:12][CH2:13][CH3:14].[C:20](=[O:21])([O-:22])[O-:23].[CH3:26][B:27]1[O:28][B:29]([CH3:30])[O:31][B:32]([CH3:33])[O:34]1.[CH3:35][N:36]([CH3:37])[CH:38]=[O:39].[K+:24].[K+:25]>>[c:2]1([CH3:20])[cH:3][n:4][n:5]([CH3:19])[c:6]1-[c:7]1[cH:8][c:9]([C:15](=[O:16])[O:17][CH3:18])[s:10][c:11]1[CH2:12][CH2:13][CH3:14]. Starting materials: C(C1=CC=CC=C1)(=O)C1=CC=CC(=N1)CO ((6-benzoyl-2-pyridyl)methanol), ClC1=CC=C(C=C1)C=CC(C(=O)O)C(C)C (4-(4-chlorophenyl)-2-isopropyl-3-butenoic acid), FC1=CC=C(C=C1)C=CC(C(=O)O)C(C)C (4-(4-fluorophenyl)-2-isopropyl-3-butenoic acid). Product: ClC1=CC=C(C=C1)C=CC(C(=O)OCC1=NC(=CC=C1)C(C1=CC=CC=C1)=O)C(C)C ((6-benzoyl-2-pyridyl)methyl 4-(4-chlorophenyl)-2-isopropyl-3-butenoate), FC1=CC=C(C=C1)C=CC(C(=O)OCC1=NC(=CC=C1)C(C1=CC=CC=C1)=O)C(C)C ((6-benzoyl-2-pyridyl)methyl 4-(4-fluorophenyl)-2-isopropyl-3-butenoate). As a reaction SMILES: [C:1]([C:9]1[N:14]=[C:13]([CH2:15][OH:16])[CH:12]=[CH:11][CH:10]=1)(=[O:8])[C:2]1[CH:7]=[CH:6][CH:5]=[CH:4][CH:3]=1.[Cl:17][C:18]1[CH:23]=[CH:22][C:21]([CH:24]=[CH:25][CH:26]([CH:30]([CH3:32])[CH3:31])[C:27](O)=[O:28])=[CH:20][CH:19]=1.[F:33][C:34]1[CH:39]=[CH:38][C:37]([CH:40]=[CH:41][CH:42]([CH:46]([CH3:48])[CH3:47])[C:43]([OH:45])=[O:44])=[CH:36][CH:35]=1>>[Cl:17][C:18]1[CH:19]=[CH:20][C:21]([CH:24]=[CH:25][CH:26]([CH:30]([CH3:32])[CH3:31])[C:27]([O:16][CH2:15][C:13]2[CH:12]=[CH:11][CH:10]=[C:9]([C:1](=[O:8])[C:2]3[CH:3]=[CH:4][CH:5]=[CH:6][CH:7]=3)[N:14]=2)=[O:28])=[CH:22][CH:23]=1.[F:33][C:34]1[CH:35]=[CH:36][C:37]([CH:40]=[CH:41][CH:42]([CH:46]([CH3:48])[CH3:47])[C:43]([O:45][CH2:15][C:13]2[CH:12]=[CH:11][CH:10]=[C:9]([C:1](=[O:8])[C:2]3[CH:3]=[CH:4][CH:5]=[CH:6][CH:7]=3)[N:14]=2)=[O:44])=[CH:38][CH:39]=1. Reported procedure: The compounds (6-benzoyl-2-pyridyl)methanol is reacted with 4-(4-chlorophenyl)-2-isopropyl-3-butenoic acid or 4-(4-fluorophenyl)-2-isopropyl-3-butenoic acid, following the procedure of Example 3, to give (6-benzoyl-2-pyridyl)methyl 4-(4-chlorophenyl)-2-isopropyl-3-butenoate or (6-benzoyl-2-pyridyl)methyl 4-(4-fluorophenyl)-2-isopropyl-3-butenoate. (6-Benzoyl-2-pyridyl)methanol is prepared as described in my application Ser. No. 069,446, filed on or about Aug. 24, 1979. The reactants are FC(OC1=CC=C(C=C1)/C=C/C(=O)OCC(COC(\C=C\C1=CC=C(C=C1)OC(C1=CC=C(C=C1)OCCCC(F)(F)F)(F)F)=O)(CC1=CC=C(C=C1)[N+](=O)[O-])CC1=CC=C(C=C1)[N+](=O)[O-])(C1=CC=C(C=C1)OCCCC(F)(F)F)F (2,2-bis(4-nitrobenzyl)-3-{[(2E)-3-(4-{difluoro[4-(4,4,4-trifluorobutoxy)phenyl]methoxy}phenyl)prop-2-enoyl]oxy}propyl (2E)-3-(4-{difluoro[4-(4,4,4-trifluorobutoxy)phenyl]methoxy}phenyl)prop-2-enoate), ferric chloride hexahydrate. Reagents/catalysts: [Zn] (zinc). The solvent is CN(C=O)C (N,N-dimethylformamide), O (water). Product: FC(OC1=CC=C(C=C1)/C=C/C(=O)OCC(COC(\C=C\C1=CC=C(C=C1)OC(C1=CC=C(C=C1)OCCCC(F)(F)F)(F)F)=O)(CC1=CC=C(C=C1)N)CC1=CC=C(C=C1)N)(C1=CC=C(C=C1)OCCCC(F)(F)F)F (2,2-bis(4-aminobenzyl)-3-{[(2E)-3-(4-{difluoro[4-(4,4,4-trifluorobutoxy)phenyl]methoxy}phenyl)prop-2-enoyl]oxy}propyl (2E)-3-(4-{difluoro[4-(4,4,4-trifluorobutoxy)phenyl]methoxy}phenyl)prop-2-enoate). Isolated yield 87.4%. As a reaction SMILES: [F:1][C:2]([F:81])([C:67]1[CH:72]=[CH:71][C:70]([O:73][CH2:74][CH2:75][CH2:76][C:77]([F:80])([F:79])[F:78])=[CH:69][CH:68]=1)[O:3][C:4]1[CH:9]=[CH:8][C:7](/[CH:10]=[CH:11]/[C:12]([O:14][CH2:15][C:16]([CH2:57][C:58]2[CH:63]=[CH:62][C:61]([N+:64]([O-])=O)=[CH:60][CH:59]=2)([CH2:47][C:48]2[CH:53]=[CH:52][C:51]([N+:54]([O-])=O)=[CH:50][CH:49]=2)[CH2:17][O:18][C:19](=[O:46])/[CH:20]=[CH:21]/[C:22]2[CH:27]=[CH:26][C:25]([O:28][C:29]([F:45])([F:44])[C:30]3[CH:35]=[CH:34][C:33]([O:36][CH2:37][CH2:38][CH2:39][C:40]([F:43])([F:42])[F:41])=[CH:32][CH:31]=3)=[CH:24][CH:23]=2)=[O:13])=[CH:6][CH:5]=1>CN(C)C=O.O.[Zn]>[F:1][C:2]([F:81])([C:67]1[CH:72]=[CH:71][C:70]([O:73][CH2:74][CH2:75][CH2:76][C:77]([F:80])([F:79])[F:78])=[CH:69][CH:68]=1)[O:3][C:4]1[CH:9]=[CH:8][C:7](/[CH:10]=[CH:11]/[C:12]([O:14][CH2:15][C:16]([CH2:47][C:48]2[CH:49]=[CH:50][C:51]([NH2:54])=[CH:52][CH:53]=2)([CH2:57][C:58]2[CH:63]=[CH:62][C:61]([NH2:64])=[CH:60][CH:59]=2)[CH2:17][O:18][C:19](=[O:46])/[CH:20]=[CH:21]/[C:22]2[CH:23]=[CH:24][C:25]([O:28][C:29]([F:44])([F:45])[C:30]3[CH:31]=[CH:32][C:33]([O:36][CH2:37][CH2:38][CH2:39][C:40]([F:41])([F:42])[F:43])=[CH:34][CH:35]=3)=[CH:26][CH:27]=2)=[O:13])=[CH:6][CH:5]=1. Reported procedure: 9.57 g (8.38 mmol) of 2,2-bis(4-nitrobenzyl)-3-{[(2E)-3-(4-{difluoro[4-(4,4,4-trifluorobutoxy)phenyl]methoxy}phenyl)prop-2-enoyl]oxy}propyl (2E)-3-(4-{difluoro[4-(4,4,4-trifluorobutoxy)phenyl]methoxy}phenyl)prop-2-enoate are dissolved in a mixture of 54 mL of N,N-dimethylformamide and 6 mL water. 13.9 g (51.4 mmol) ferric chloride hexahydrate are added. 5.60 g (85.7 mmol) zinc powder is added portion wise within 60 minutes. The mixture is allowed to react for 2 hours. The reaction mixture is par... Reactants: C=O (paraformaldehyde), C(CCCCCCC)[Al](C=CCCCCCCCC)CCCCCCCC (di-n-octyl decenyl aluminum). Solvent: CCCCCC (n-hexane). Product: C(\C=C/CCCCCCCC)O (cis-2-undecen-1-ol). Isolated yield 27.2%. Reaction SMILES: [CH2:1]=[O:2].C([Al](CCCCCCCC)[CH:12]=[CH:13][CH2:14][CH2:15][CH2:16][CH2:17][CH2:18][CH2:19][CH2:20][CH3:21])CCCCCCC>CCCCCC>[CH2:1]([OH:2])/[CH:12]=[CH:13]\[CH2:14][CH2:15][CH2:16][CH2:17][CH2:18][CH2:19][CH2:20][CH3:21]. Procedure: Similarly to the procedure described in Example 1, a 25% slurry of 144 grams (4.80 moles) of paraformaldehyde in n-hexane was treated with 1083 grams (4.59 moles) of di-n-octyl decenyl aluminum (prepared from tri-n-octyl aluminum and acetylene). Distillation of the hydrolysis product was performed under 2 mm Hg. The product fraction was removed at 85°-95° C. There was obtained 210 grams (1.25 moles) of cis-2-undecen-1-ol (27.2% of theoretical yield), having a purity of 91%. Identity of the compo... Starting materials: CC1=C(C=C(C=C1)NC(C1=CC(=CC=C1)C(F)(F)F)=O)C=1N=C(C(NC1)=O)N1CCOCC1 (N-(4-methyl-3-(6-morpholino-5-oxo-4,5-dihydropyrazin-2-yl)phenyl)-3-(trifluoromethyl)benzamide), FC(CI)F (1,1-difluoro-2-iodoethane), C([O-])([O-])=O.[K+].[K+] (potassium carbonate). The product is FC(CN1C=C(N=C(C1=O)N1CCOCC1)C=1C=C(C=CC1C)NC(C1=CC(=CC=C1)C(F)(F)F)=O)F (N-(3-(4-(2,2-difluoroethyl)-6-morpholino-5-oxo-4,5-dihydropyrazin-2-yl)-4-methylphenyl)-3-(trifluoromethyl)benzamide). RXN SMILES: [CH3:1][C:2]1[CH:7]=[CH:6][C:5]([NH:8][C:9](=[O:20])[C:10]2[CH:15]=[CH:14][CH:13]=[C:12]([C:16]([F:19])([F:18])[F:17])[CH:11]=2)=[CH:4][C:3]=1[C:21]1[N:22]=[C:23]([N:28]2[CH2:33][CH2:32][O:31][CH2:30][CH2:29]2)[C:24](=[O:27])[NH:25][CH:26]=1.[F:34][CH:35]([F:38])[CH2:36]I.C(=O)([O-])[O-].[K+].[K+]>>[F:34][CH:35]([F:38])[CH2:36][N:25]1[C:24](=[O:27])[C:23]([N:28]2[CH2:33][CH2:32][O:31][CH2:30][CH2:29]2)=[N:22][C:21]([C:3]2[CH:4]=[C:5]([NH:8][C:9](=[O:20])[C:10]3[CH:15]=[CH:14][CH:13]=[C:12]([C:16]([F:17])([F:19])[F:18])[CH:11]=3)[CH:6]=[CH:7][C:2]=2[CH3:1])=[CH:26]1 |f:2.3.4|. Procedure details: Method 1 was followed using N-(4-methyl-3-(6-morpholino-5-oxo-4,5-dihydropyrazin-2-yl)phenyl)-3-(trifluoromethyl)benzamide (1.0 equiv.), 1,1-difluoro-2-iodoethane (1.2 equiv.) and potassium carbonate (2.0 equiv.) at 60° C. 1H NMR (400 MHz, <cd3od>) δ ppm 2.39 (s, 3H) 3.81 (d, J=5.09 Hz, 8H) 4.38 (td, J=14.09, 3.91 Hz, 2H) 6.02-6.44 (m, 1H) 7.14 (s, 1H) 7.26 (d, J=8.22 Hz, 1H) 7.59 (dd, J=8.22, 1.96 Hz, 1H) 7.67-7.79 (m, 2H) 7.89 (d, J=7.83 Hz, 1H) 8.16-8.34 (m, 1H). LCMS (m/z) (M+H)=523.3, Rt=1.... Reaction SMILES: [NH2:1][CH:2]1[CH2:8][S:7][CH:6]([C:9]2[S:10][CH:11]=[CH:12][CH:13]=2)[CH2:5][N:4]([CH2:14][C:15]([O:17][C:18]([CH3:21])([CH3:20])[CH3:19])=[O:16])[C:3]1=[O:22].Br[CH:24]([CH2:35][CH2:36][C:37]1[CH:42]=[CH:41][CH:40]=[CH:39][CH:38]=1)[C:25]([O:27][CH2:28][C:29]1[CH:34]=[CH:33][CH:32]=[CH:31][CH:30]=1)=[O:26]>>[CH2:28]([O:27][C:25]([CH:24]([NH:1][CH:2]1[CH2:8][S:7][CH:6]([C:9]2[S:10][CH:11]=[CH:12][CH:13]=2)[CH2:5][N:4]([CH2:14][C:15]([O:17][C:18]([CH3:19])([CH3:21])[CH3:20])=[O:16])[C:3]1=[O:22])[CH2:35][CH2:36][C:37]1[CH:42]=[CH:41][CH:40]=[CH:39][CH:38]=1)=[O:26])[C:29]1[CH:30]=[CH:31][CH:32]=[CH:33][CH:34]=1. Yields the product C(C1=CC=CC=C1)OC(=O)C(CCC1=CC=CC=C1)NC1C(N(CC(SC1)C=1SC=CC1)CC(=O)OC(C)(C)C)=O (t-Butyl α-[6-(1-benzyloxycarbonyl-3-phenylpropylamino)-5-oxo-2-(2-thienyl)perhydro-1,4-thiazepin-4-yl]acetate). Reactants: NC1C(N(CC(SC1)C=1SC=CC1)CC(=O)OC(C)(C)C)=O (t-butyl α-[6-amino-5-oxo-2-(2-thienyl)perhydro-1,4-thiazepin-4-yl]acetate), BrC(C(=O)OCC1=CC=CC=C1)CCC1=CC=CC=C1 (benzyl 2-bromo-4-phenylbutyrate). Reported procedure: Following the same procedure described in Example 42(h), 0.4 g of t-butyl α-[6-amino-5-oxo-2-(2-thienyl)perhydro-1,4-thiazepin-4-yl]acetate [prepared as described in Example 49(g)] was N-alkylated using 0.80 g of benzyl 2-bromo-4-phenylbutyrate. The resulting product was subjected to silica gel column chromatography eluted with a 1:40 by volume mixture of ethyl acetate and methylene chloride to separate it into two isomers, A and B, (ascribed to the asymmetric carbon atom to which the phenethyl ... Starting materials: NC1=C(C=C(C(=C1)Cl)[N+](=O)[O-])O (2-amino-4-chloro-5-nitrophenol), [H-].[Na+] (sodium hydride), D,L-2-bromopropionic acid ethyl ester. Run in CN(C)C=O (DMF), C1CCOC1 (THF). Run at time 4 hour. Product: ClC=1C(=CC2=C(NC(C(O2)C)=O)C1)[N+](=O)[O-] (6-Chloro-7-nitro-2-methyl-1,4-benzoxazin-3-one). Yield: 72.0%. As a reaction SMILES: [NH2:1][C:2]1[CH:7]=[C:6]([Cl:8])[C:5]([N+:9]([O-:11])=[O:10])=[CH:4][C:3]=1[OH:12].[H-].[Na+]>CN(C=O)C.C1COCC1>[Cl:8][C:6]1[C:5]([N+:9]([O-:11])=[O:10])=[CH:4][C:3]2[O:12][CH:2]([CH3:7])[C:3](=[O:12])[NH:1][C:2]=2[CH:7]=1 |f:1.2|. Reported procedure: 7.52 g of 2-amino-4-chloro-5-nitrophenol is added to a mixture of 1.6 g of sodium hydride in 60 ml of DMF and mixed with 1.1 equivalents of D,L-2-bromopropionic acid ethyl ester in 20 ml of THF at 5° C. It is stirred for 4 hours. The mixture is poured onto water, extracted with ethyl acetate, the organic phase is dried with magnesium sulfate and concentrated by evaporation. 1.7 g of crude product, which is recrystallized from isopropyl ether, results. The yield is 72%. Reactants: ClC=1C(OC(CC1O)(C1CCCC1)CCC1=CC(=C(C=C1)OC)Cl)=O (3-Chloro-6-[2-(3-chloro-4-methoxy-phenyl)-ethyl]-6-cyclopentyl-4-hydroxy-5,6-dihydro-pyran-2-one), N1=CC=C(C=C1)C=1NC(=NN1)S (5-Pyridin-4-yl-4H-[1,2,4]triazole-3-thiol), ClC=1C(OC(CC1O)(C1CCCC1)CCC1=CCCCC1)=O (3-Chloro-6-(2-cyclohex-1-enyl-ethyl)-6-cyclopentyl-4-hydroxy-5,6-dihydro-pyran-2-one), C1(=CC=CC=C1)C1=NC(=NN1)S (5-Phenyl-1H-1,2,4-triazole-3-thiol). Yields the product ClC=1C=C(C=CC1OC)CCC1(CC(C(C(O1)=O)SC1=NN=C(N1)C1=CC=CC=C1)=O)C1CCCC1 (6-[2-(3-Chloro-4-methoxy-phenyl)-ethyl]-6-cyclopentyl-3-(5-phenyl-4H-[1,2,4]triazol-3-ylsulfanyl)-dihydro-pyran-2,4-dione). RXN SMILES: Cl[C:2]1[C:3](=[O:25])[O:4][C:5]([CH2:14][CH2:15][C:16]2[CH:21]=[CH:20][C:19]([O:22][CH3:23])=[C:18]([Cl:24])[CH:17]=2)([CH:9]2[CH2:13][CH2:12][CH2:11][CH2:10]2)[CH2:6][C:7]=1[OH:8].ClC1C(=O)OC(CCC2CCCCC=2)(C2CCCC2)CC=1O.[C:48]1([C:54]2[NH:58][N:57]=[C:56]([SH:59])[N:55]=2)[CH:53]=[CH:52][CH:51]=[CH:50][CH:49]=1.N1C=CC(C2NC(S)=NN=2)=CC=1>>[Cl:24][C:18]1[CH:17]=[C:16]([CH2:15][CH2:14][C:5]2([CH:9]3[CH2:13][CH2:12][CH2:11][CH2:10]3)[O:4][C:3](=[O:25])[CH:2]([S:59][C:56]3[NH:55][C:54]([C:48]4[CH:53]=[CH:52][CH:51]=[CH:50][CH:49]=4)=[N:58][N:57]=3)[C:7](=[O:8])[CH2:6]2)[CH:21]=[CH:20][C:19]=1[O:22][CH3:23]. Procedure: The title compound was prepared analogously to Example C(4), where 3-Chloro-6-[2-(3-chloro-4-methoxy-phenyl)-ethyl]-6-cyclopentyl-4-hydroxy-5,6-dihydro-pyran-2-one Step 1 of example C(40), was substituted in place of 3-Chloro-6-(2-cyclohex-1-enyl-ethyl)-6-cyclopentyl-4-hydroxy-5,6-dihydro-pyran-2-one and 5-Phenyl-1H-1,2,4-triazole-3-thiol was substituted in place of 5-Pyridin-4-yl-4H-[1,2,4]triazole-3-thiol of that example.